Dataset: the Open Reaction Database (ORD), a public repository of structured organic reaction records. Task: describe an organic reaction: reactants, conditions, products, and yield Starting materials: NC=1SC(=C(C1C#N)C)C (2-amino-4,5-dimethylthiophene-3-carbonitrile), C(C1=CC=CC=C1)=O (benzaldehyde), C(#N)[BH3-] (cyanoborohydride), C(#N)[BH3-] (cyanoborohydride). The solvent is C(C)(=O)O (acetic acid), ClC(C)Cl (dichloroethane). Conditions: time 5 minute. The product is C(C1=CC=CC=C1)NC=1SC(=C(C1C#N)C)C (2-(Benzylamino)-4,5-dimethylthiophene-3-carbonitrile). As a reaction SMILES: [NH2:1][C:2]1[S:3][C:4]([CH3:10])=[C:5]([CH3:9])[C:6]=1[C:7]#[N:8].[CH:11](=O)[C:12]1[CH:17]=[CH:16][CH:15]=[CH:14][CH:13]=1.C([BH3-])#N>C(O)(=O)C.ClC(Cl)C>[CH2:11]([NH:1][C:2]1[S:3][C:4]([CH3:10])=[C:5]([CH3:9])[C:6]=1[C:7]#[N:8])[C:12]1[CH:17]=[CH:16][CH:15]=[CH:14][CH:13]=1. Reported procedure: To a solution of 2-amino-4,5-dimethylthiophene-3-carbonitrile (151 mg, 1.0 mmol) and benzaldehyde (106 mg, 1 mmol) in 15 mL of 4% acetic acid in dichloroethane was added silica supported cyanoborohydride (2.0 g. 2.0 mmol). The reaction was placed in a microwave reactor for 5 minutes at 135° C. Silica supported cyanoborohydride was removed by filtration, and the product was purified by prep HPLC using acetonitrile/water as solvent. MS 243 (MH+). The reactants are [Al+3], COC(=O)C1CCCC(N(Cc2ccccc2)Cc2ccccc2)C1, O=C(OCc1ccccc1)C1CCCC(N(Cc2ccccc2)Cc2ccccc2)C1, CCOCC, [H-], [H-], [H-], [H-], [Li+]. Yields the product OCC1CCCC(N(Cc2ccccc2)Cc2ccccc2)C1. RXN SMILES: [Al+3:58].[CH2:1]([c:2]1[cH:3][cH:4][cH:5][cH:6][cH:7]1)[N:8]([CH:9]1[CH2:10][CH:11]([C:15](=[O:16])[O:17][CH3:18])[CH2:12][CH2:13][CH2:14]1)[CH2:19][c:20]1[cH:21][cH:22][cH:23][cH:24][cH:25]1.[CH2:26]([N:27]([CH2:28][c:29]1[cH:30][cH:31][cH:32][cH:33][cH:34]1)[CH:35]1[CH2:36][CH2:37][CH2:38][CH:39]([C:40]([O:41][CH2:42][c:43]2[cH:44][cH:45][cH:46][cH:47][cH:48]2)=[O:49])[CH2:50]1)[c:51]1[cH:52][cH:53][cH:54][cH:55][cH:56]1.[CH3:63][CH2:64][O:65][CH2:66][CH3:67].[H-:57].[H-:60].[H-:61].[H-:62].[Li+:59]>>[CH2:1]([c:2]1[cH:3][cH:4][cH:5][cH:6][cH:7]1)[N:8]([CH:9]1[CH2:10][CH:11]([CH2:15][OH:16])[CH2:12][CH2:13][CH2:14]1)[CH2:19][c:20]1[cH:21][cH:22][cH:23][cH:24][cH:25]1. Yields the product CC(C)(C)OC(=O)COc1ccc(C(=O)Nc2ccc(N3CCN(C(=O)OC(C)(C)C)CC3)cc2)cc1. The reactants are CC(C)(C)OC(=O)CBr, O=C([O-])[O-], CC(C)(C)OC(=O)N1CCN(c2ccc(NC(=O)c3ccc(O)cc3)cc2)CC1, CCOC(C)=O, [Cs+], [Cs+]. Reaction SMILES: [Br:36][CH2:37][C:38](=[O:39])[O:40][C:41]([CH3:42])([CH3:43])[CH3:44].[C:30](=[O:31])([O-:32])[O-:33].[CH3:1][C:2]([CH3:3])([O:4][C:5](=[O:6])[N:7]1[CH2:8][CH2:9][N:10]([c:13]2[cH:14][cH:15][c:16]([NH:19][C:20]([c:21]3[cH:22][cH:23][c:24]([OH:27])[cH:25][cH:26]3)=[O:28])[cH:17][cH:18]2)[CH2:11][CH2:12]1)[CH3:29].[CH3:45][CH2:46][O:47][C:48]([CH3:49])=[O:50].[Cs+:34].[Cs+:35]>>[CH3:1][C:2]([CH3:3])([O:4][C:5](=[O:6])[N:7]1[CH2:8][CH2:9][N:10]([c:13]2[cH:14][cH:15][c:16]([NH:19][C:20]([c:21]3[cH:22][cH:23][c:24]([O:27][CH2:37][C:38](=[O:39])[O:40][C:41]([CH3:42])([CH3:43])[CH3:44])[cH:25][cH:26]3)=[O:28])[cH:17][cH:18]2)[CH2:11][CH2:12]1)[CH3:29]. The reactants are NC1=CC=C2C=CC(=NC2=C1)C (7-amino-2-methylquinoline), C1(=CC=CC=C1)C1=NC=C(C(=O)O)C=C1 (6-phenylnicotinic acid). Product: CC1=NC2=CC(=CC=C2C=C1)NC(C1=CN=C(C=C1)C1=CC=CC=C1)=O (N-(2-Methylquinolin-7-yl)-6-phenylnicotinamide). RXN SMILES: [NH2:1][C:2]1[CH:11]=[C:10]2[C:5]([CH:6]=[CH:7][C:8]([CH3:12])=[N:9]2)=[CH:4][CH:3]=1.[C:13]1([C:19]2[CH:27]=[CH:26][C:22]([C:23](O)=[O:24])=[CH:21][N:20]=2)[CH:18]=[CH:17][CH:16]=[CH:15][CH:14]=1>>[CH3:12][C:8]1[CH:7]=[CH:6][C:5]2[C:10](=[CH:11][C:2]([NH:1][C:23](=[O:24])[C:22]3[CH:26]=[CH:27][C:19]([C:13]4[CH:18]=[CH:17][CH:16]=[CH:15][CH:14]=4)=[N:20][CH:21]=3)=[CH:3][CH:4]=2)[N:9]=1. Reported procedure: Using the procedure outlined in Example 56, the title compound was prepared from 7-amino-2-methylquinoline (D66) (100 mg, 0.63 mmol) and 6-phenylnicotinic acid (D48) (151 mg, 0.76 mmol) as a cream solid. 1H NMR (400 MHz, DMSO) δ (ppm): 10.75 (s, 1H), 9.25 (d, 1H), 8.50 (s, 1H), 8.45 (dd, 1H), 8.20 (m, 4H), 7.90 (m, 2H), 7.55 (m, 3H), 7.34 (d, 1H), 2.65 (s, 3H). Starting materials: C1(=CC=CC=C1)C1=CC=C(C(=S)C=CC(=O)O)C=C1 (3-(4-phenylthiobenzoyl)acrylic acid), S(=O)(=O)(OC)OC (dimethyl sulfate), C([O-])([O-])=O.[K+].[K+] (potassium carbonate), O (water). The solvent is CN(C=O)C (dimethylformamide). Reaction conditions: time 3 hour. Product: C1(=CC=CC=C1)C1=CC=C(C(=S)C=CC(=O)OC)C=C1 (methyl 3-(4-phenylthiobenzoyl)acrylate). Isolated yield 75.8%. As a reaction SMILES: [C:1]1([C:7]2[CH:19]=[CH:18][C:10]([C:11]([CH:13]=[CH:14][C:15]([OH:17])=[O:16])=[S:12])=[CH:9][CH:8]=2)[CH:6]=[CH:5][CH:4]=[CH:3][CH:2]=1.S(OC)(O[CH3:24])(=O)=O.C(=O)([O-])[O-].[K+].[K+].O>CN(C)C=O>[C:1]1([C:7]2[CH:19]=[CH:18][C:10]([C:11]([CH:13]=[CH:14][C:15]([O:17][CH3:24])=[O:16])=[S:12])=[CH:9][CH:8]=2)[CH:2]=[CH:3][CH:4]=[CH:5][CH:6]=1 |f:2.3.4|. Procedure details: To a solution of 8.53 g of 3-(4-phenylthiobenzoyl)acrylic acid in 50 ml of dimethylformamide were added 4.54 g of dimethyl sulfate and 2.50 g of potassium carbonate, and the resulting mixture was stirred at room temperature for 3 hours. To the reaction solution was added water, and the mixture was extracted from diethyl ether. The organic layer was washed, in turn, with water, a saturated aqueous solution of sodium hydrogen-carbonate and water, and dried over magnesim sulfate. The diethyl ether ... Reactants: [BH-](OC(=O)C)(OC(=O)C)OC(=O)C.[Na+] (NaBH(OAc)3), ClC=1C=CC(=C(C1)C=1C=CC(=NC1)C(=O)NCCC(=O)OC(C)(C)C)C=O (tert-butyl 3-(5-(5-chloro-2-formylphenyl)picolinamido)propanoate), BrC1=CC=C(N)C=C1 (4-bromoaniline). Solvent: C(Cl)Cl (DCM), C(Cl)Cl (DCM), C(=O)([O-])[O-].[Na+].[Na+] (Na2CO3). Reaction conditions: time 5 minute. Product: BrC1=CC=C(C=C1)NCC1=C(C=C(C=C1)Cl)C=1C=CC(=NC1)C(=O)NCCC(=O)OC(C)(C)C (tert-butyl 3-(5-(2-(((4-bromophenyl)amino)methyl)-5-chlorophenyl)picolinamido)propanoate). RXN SMILES: [BH-](OC(C)=O)(OC(C)=O)OC(C)=O.[Na+].[Cl:15][C:16]1[CH:17]=[CH:18][C:19]([CH:40]=O)=[C:20]([C:22]2[CH:23]=[CH:24][C:25]([C:28]([NH:30][CH2:31][CH2:32][C:33]([O:35][C:36]([CH3:39])([CH3:38])[CH3:37])=[O:34])=[O:29])=[N:26][CH:27]=2)[CH:21]=1.[Br:42][C:43]1[CH:49]=[CH:48][C:46]([NH2:47])=[CH:45][CH:44]=1>C(Cl)Cl.C([O-])([O-])=O.[Na+].[Na+]>[Br:42][C:43]1[CH:49]=[CH:48][C:46]([NH:47][CH2:40][C:19]2[CH:18]=[CH:17][C:16]([Cl:15])=[CH:21][C:20]=2[C:22]2[CH:23]=[CH:24][C:25]([C:28]([NH:30][CH2:31][CH2:32][C:33]([O:35][C:36]([CH3:37])([CH3:38])[CH3:39])=[O:34])=[O:29])=[N:26][CH:27]=2)=[CH:45][CH:44]=1 |f:0.1,5.6.7|. Reported procedure: Solid NaBH(OAc)3 (1.4 g, 6.8 mmol) was added to a DCM solution (10 mL) of tert-butyl 3-(5-(5-chloro-2-formylphenyl)picolinamido)propanoate (1.3 g, 3.4 mmol) and 4-bromoaniline (882 mg, 5.1 mmol), and the resulting mixture was stirred at room temperature. After 40 h the resulting mixture diluted with DCM and saturated aqueous Na2CO3 and stirred vigorously. After 5 min, the layers were separated and the aqueous phase was extracted with DCM. The combined organics were washed with water and brine, d... Starting materials: Ice, B(Br)(Br)Br (boron tribromide), COC=1C=C(C=CC1OC)C1(CCC(=O)O1)C1=CC(=C(C=C1)OC)OC (4,4-bis(3,4-dimethoxyphenyl)butyrolactone). Run in C(Cl)Cl (methylene chloride), C(Cl)Cl (methylene chloride). Run at time 3 hour. Product: OC=1C=C(C=CC1O)C1=CC=C(C2=CC(=C(C=C12)O)O)O (1-(3,4-di-hydroxyphenyl)-4,6,7-trihydroxynaphthalene). Yield: 56.7%. As a reaction SMILES: B(Br)(Br)Br.C[O:6][C:7]1[CH:8]=[C:9]([C:15]2([C:21]3[CH:26]=[CH:25][C:24]([O:27]C)=[C:23]([O:29]C)[CH:22]=3)[O:20][C:18](=O)[CH2:17][CH2:16]2)[CH:10]=[CH:11][C:12]=1[O:13]C>C(Cl)Cl>[OH:6][C:7]1[CH:8]=[C:9]([C:15]2[C:21]3[C:26](=[CH:25][C:24]([OH:27])=[C:23]([OH:29])[CH:22]=3)[C:18]([OH:20])=[CH:17][CH:16]=2)[CH:10]=[CH:11][C:12]=1[OH:13]. Procedure: A solution of boron tribromide (20 g. 80 mmol) in methylene chloride (20 mL) is added dropwise to a vigorously stirred solution of 4,4-bis(3,4-dimethoxyphenyl)butyrolactone (10.0 g. 27.9 mmol) in methylene chloride (200 mL) at -78° C. Stirring is continued for 3 hours at 78° C., and then at room temperature overnight. Ice (100 g) is added to the mixture, and organic layer is separated. The aqueous layer is extracted with ethyl acetate (3×100 mL). The combined organic solutions are dried over sod... Reactants: O=C([O-])[O-], Cc1nc2ccccc2[nH]1, CC(C)(O)C1CCN(Cc2cc3nc(Cl)nc(N4CCOCC4)c3o2)CC1, [Cs+], [Cs+], CN(C)C=O, O=C(C=Cc1ccccc1)C=Cc1ccccc1, O=C(C=Cc1ccccc1)C=Cc1ccccc1, O=C(C=Cc1ccccc1)C=Cc1ccccc1, [Pd], [Pd]. The product is Cc1nc2ccccc2n1-c1nc(N2CCOCC2)c2oc(CN3CCC(C(C)(C)O)CC3)cc2n1. RXN SMILES: [C:38](=[O:39])([O-:40])[O-:41].[CH3:28][c:29]1[n:30][c:31]2[c:32]([nH:33]1)[cH:34][cH:35][cH:36][cH:37]2.[Cl:1][c:2]1[n:3][c:4]([N:22]2[CH2:23][CH2:24][O:25][CH2:26][CH2:27]2)[c:5]2[c:6]([n:7]1)[cH:8][c:9]([CH2:11][N:12]1[CH2:13][CH2:14][CH:15]([C:18]([CH3:19])([CH3:20])[OH:21])[CH2:16][CH2:17]1)[o:10]2.[Cs+:42].[Cs+:43].[O:44]=[CH:45][N:46]([CH3:47])[CH3:48].[O:51]=[C:52]([CH:53]=[CH:54][c:55]1[cH:56][cH:57][cH:58][cH:59][cH:60]1)[CH:61]=[CH:62][c:63]1[cH:64][cH:65][cH:66][cH:67][cH:68]1.[O:69]=[C:70]([CH:71]=[CH:72][c:73]1[cH:74][cH:75][cH:76][cH:77][cH:78]1)[CH:79]=[CH:80][c:81]1[cH:82][cH:83][cH:84][cH:85][cH:86]1.[O:87]=[C:88]([CH:89]=[CH:90][c:91]1[cH:92][cH:93][cH:94][cH:95][cH:96]1)[CH:97]=[CH:98][c:99]1[cH:100][cH:101][cH:102][cH:103][cH:104]1.[Pd:49].[Pd:50]>>[c:2]1(-[n:33]2[c:29]([CH3:28])[n:30][c:31]3[c:32]2[cH:34][cH:35][cH:36][cH:37]3)[n:3][c:4]([N:22]2[CH2:23][CH2:24][O:25][CH2:26][CH2:27]2)[c:5]2[c:6]([n:7]1)[cH:8][c:9]([CH2:11][N:12]1[CH2:13][CH2:14][CH:15]([C:18]([CH3:19])([CH3:20])[OH:21])[CH2:16][CH2:17]1)[o:10]2. Reactants: solid, [OH-].[K+] (potassium hydroxide), C(CCC(=O)O)(=O)O (succinic acid). The solvent is O (water). Yields the product C(CCC(=O)[O-])(=O)[O-].[K+].[K+] (potassium succinate). RXN SMILES: [C:1]([OH:8])(=[O:7])[CH2:2][CH2:3][C:4]([OH:6])=[O:5].[OH-].[K+:10]>O>[C:1]([O-:8])(=[O:7])[CH2:2][CH2:3][C:4]([O-:6])=[O:5].[K+:10].[K+:10] |f:1.2,4.5.6|. Reported procedure: Six kg of succinic acid were dissolved in 10 liters of hot water (60-70° C.), and 8 kg of solid potassium hydroxide was added to adjust the pH to 7.5. 19 liters of potassium succinate solution were obtained, with a concentration of 47% w/w. Starting materials: CNC, CO, Cl, [K+], O=Cc1cn(CC2CO2)c2ccccc12, [OH-]. Product: CN(C)CC(O)Cn1cc(C=O)c2ccccc21. RXN SMILES: [CH3:17][NH:18][CH3:19].[CH3:22][OH:23].[ClH:16].[K+:21].[O:1]1[CH:2]([CH2:3][n:4]2[cH:5][c:6]([CH:13]=[O:14])[c:7]3[cH:8][cH:9][cH:10][cH:11][c:12]23)[CH2:15]1.[OH-:20]>>[OH:1][CH:2]([CH2:3][n:4]1[cH:5][c:6]([CH:13]=[O:14])[c:7]2[cH:8][cH:9][cH:10][cH:11][c:12]12)[CH2:15][N:18]([CH3:17])[CH3:19].